This data is from the Open Reaction Database (ORD), a public repository of structured organic reaction records. The task is: describe an organic reaction: reactants, conditions, products, and yield RXN SMILES: [CH3:19][CH2:20][OH:21].[Cl:2][c:3]1[n:4][cH:5][n:6][c:7]([Cl:18])[c:8]1[O:9][c:10]1[c:11]([O:16][CH3:17])[cH:12][cH:13][cH:14][cH:15]1.[NH3:1]>>[NH2:1][c:7]1[n:6][cH:5][n:4][c:3]([Cl:2])[c:8]1[O:9][c:10]1[c:11]([O:16][CH3:17])[cH:12][cH:13][cH:14][cH:15]1. The product is COc1ccccc1Oc1c(N)ncnc1Cl. Reactants: CCO, COc1ccccc1Oc1c(Cl)ncnc1Cl, N. Reactants: O=C(Cl)C(c1ccc(Cl)cc1)c1c(Cl)cc(-n2ncc(=O)[nH]c2=O)cc1Cl, Cl[Al](Cl)Cl, Cl, O, c1ccccc1. Product: O=C(c1ccccc1)C(c1ccc(Cl)cc1)c1c(Cl)cc(-n2ncc(=O)[nH]c2=O)cc1Cl. Reaction SMILES: [Cl:11][c:12]1[c:13]([CH:27]([C:28](=[O:29])[Cl:30])[c:31]2[cH:32][cH:33][c:34]([Cl:37])[cH:35][cH:36]2)[c:14]([Cl:26])[cH:15][c:16](-[n:18]2[n:19][cH:20][c:21](=[O:25])[nH:22][c:23]2=[O:24])[cH:17]1.[Cl:1][Al:2]([Cl:3])[Cl:4].[ClH:38].[OH2:39].[cH:5]1[cH:6][cH:7][cH:8][cH:9][cH:10]1>>[c:5]1([C:28]([CH:27]([c:13]2[c:12]([Cl:11])[cH:17][c:16](-[n:18]3[n:19][cH:20][c:21](=[O:25])[nH:22][c:23]3=[O:24])[cH:15][c:14]2[Cl:26])[c:31]2[cH:32][cH:33][c:34]([Cl:37])[cH:35][cH:36]2)=[O:29])[cH:6][cH:7][cH:8][cH:9][cH:10]1. Starting materials: N1C(C=CC=C1)=O (pyridone), [N-]1C=NC=C1 (imidazolide), 11, C(=O)(N1C=NC=C1)N1C=NC=C1 (carbonyldiimidazole), [K+].[Br-] (KBr). Solvent: CN(C=O)C (Dimethylformamide), CN(C)C=O (DMF). Run at time 24 hour. Yields the product N1(C=NC=C1)C(=O)C=1C=C(C(NC1C)=O)C#N (5-(-N-imidazolyl-carbonyl)-3-cyano-6-methyl-2-pyridone). The yield is 40.0%. As a reaction SMILES: [C:1]([N:8]1[CH:12]=[CH:11]N=C1)(N1C=CN=C1)=[O:2].[K+].[Br-].[NH:15]1[CH:20]=[CH:19][CH:18]=[CH:17][C:16]1=[O:21].[N-:22]1[CH:26]=[CH:25][N:24]=[CH:23]1>CN(C=O)C>[N:22]1([C:16]([C:17]2[CH:18]=[C:19]([C:20]#[N:15])[C:1](=[O:2])[NH:8][C:12]=2[CH3:11])=[O:21])[CH:26]=[CH:25][N:24]=[CH:23]1 |f:1.2|. Procedure details: To 0.20 g (1.1 mmol) of 11 in 10 ml DMF was added carbonyldiimidazole (0.223 g, 1.4 mmol). The solution was stirred for 24 hours at room temperature. Dimethylformamide was stripped off under reduced pressure giving an oil which crystallized upon further drying. The solid was washed with water and dried in the vacuum dessicator. Yellow solids were obtained: 0.11 g, 40% yield; mp=237°-238° C. with decomposition; NMR (DMSO-d6) δ 2.5 (s, 3H), 7.2 (d, 1H), 7.8 (d, 1H), 8.4 (2s, 2H); IR (KBr) 1670 cm-... Starting materials: CO, CCOCC, ClCCl, CCCCCCCCCCc1ccc(-c2ccc(C3CCC(OC4CCCCO4)CC3)cc2)cc1, c1ccncc1. Product: CCCCCCCCCCc1ccc(-c2ccc(C3CCC(O)CC3)cc2)cc1. RXN SMILES: [CH3:42][OH:43].[CH3:44][CH2:45][O:46][CH2:47][CH3:48].[Cl:49][CH2:50][Cl:51].[O:1]1[CH2:2][CH2:3][CH2:4][CH2:5][CH:6]1[O:7][CH:8]1[CH2:9][CH2:10][CH:11]([c:14]2[cH:15][cH:16][c:17](-[c:20]3[cH:21][cH:22][c:23]([CH2:26][CH2:27][CH2:28][CH2:29][CH2:30][CH2:31][CH2:32][CH2:33][CH2:34][CH3:35])[cH:24][cH:25]3)[cH:18][cH:19]2)[CH2:12][CH2:13]1.[cH:36]1[cH:37][cH:38][n:39][cH:40][cH:41]1>>[OH:7][CH:8]1[CH2:9][CH2:10][CH:11]([c:14]2[cH:15][cH:16][c:17](-[c:20]3[cH:21][cH:22][c:23]([CH2:26][CH2:27][CH2:28][CH2:29][CH2:30][CH2:31][CH2:32][CH2:33][CH2:34][CH3:35])[cH:24][cH:25]3)[cH:18][cH:19]2)[CH2:12][CH2:13]1. Reactants: ClC(Cl)(Cl)Cl, O=S(=O)(OS(=O)(=O)C(F)(F)F)C(F)(F)F, OCCCl, c1ccncc1. Yields the product O=S(=O)(OCCCl)C(F)(F)F. RXN SMILES: [Cl:26][C:27]([Cl:28])([Cl:29])[Cl:30].[F:1][C:2]([F:3])([F:4])[S:5](=[O:6])(=[O:7])[O:8][S:9]([C:10]([F:11])([F:12])[F:13])(=[O:14])=[O:15].[OH:16][CH2:17][CH2:18][Cl:19].[cH:20]1[cH:21][cH:22][n:23][cH:24][cH:25]1>>[F:1][C:2]([F:3])([F:4])[S:5](=[O:6])(=[O:7])[O:8][CH2:17][CH2:18][Cl:19]. Starting materials: C1(=CC=CC=C1)C(CCO)C1CCN(CC1)OC(=O)C(C)(C)C (3-phenyl-3-(1-tert-butylcarbonyloxypiperidin-4-yl)propan-1-ol), CC(=O)OI1(C=2C=CC=CC2C(=O)O1)(OC(=O)C)OC(=O)C (Dess-Martin periodinane). The solvent is C(Cl)Cl (DCM). Reaction conditions: time 2 hour. The product is C1(=CC=CC=C1)C(CC=O)C1CCN(CC1)OC(=O)C(C)(C)C (3-phenyl-3-(1-tert-butylcarbonyloxypiperidin-4-yl)propionaldehyde). RXN SMILES: [C:1]1([CH:7]([CH:11]2[CH2:16][CH2:15][N:14]([O:17][C:18]([C:20]([CH3:23])([CH3:22])[CH3:21])=[O:19])[CH2:13][CH2:12]2)[CH2:8][CH2:9][OH:10])[CH:6]=[CH:5][CH:4]=[CH:3][CH:2]=1.CC(OI1(OC(C)=O)(OC(C)=O)OC(=O)C2C=CC=CC1=2)=O>C(Cl)Cl>[C:1]1([CH:7]([CH:11]2[CH2:16][CH2:15][N:14]([O:17][C:18]([C:20]([CH3:23])([CH3:22])[CH3:21])=[O:19])[CH2:13][CH2:12]2)[CH2:8][CH:9]=[O:10])[CH:6]=[CH:5][CH:4]=[CH:3][CH:2]=1. Procedure details: To a solution of 3-phenyl-3-(1-tert-butylcarbonyloxypiperidin-4-yl)propan-1-ol (4.6 g, 14.4 mmol) in DCM (100 mL) was added Dess-Martin periodinane (6.1 g, 14.6 mmol) and the resulting mixture was stirred at room temperature for 2 h. The mixture was washed with 2M aqueous sodium hydroxide (3×50 mL), dried and evaporated to give the title compound. Starting materials: C1(CC1)COC=1C=C(C=CC1OC(F)F)C(C)=O (1-(3-cyclopropylmethoxy-4-difluoromethoxyphenyl)ethanone), [Br-].[Br-].[Br-].C[N+](C1=CC=CC=C1)(C)C.C[N+](C)(C)C1=CC=CC=C1.C[N+](C)(C)C1=CC=CC=C1 (trimethylphenylammonium tribromide), C(O)([O-])=O.[Na+] (sodium hydrogencarbonate). The solvent is C(C)(C)O (isopropanol). Run at time 5 hour. Yields the product BrCC(=O)C1=CC(=C(C=C1)OC(F)F)OCC1CC1 (2-Bromo-1-(3-cyclopropylmethoxy-4-difluoromethoxyphenyl)ethanone). Isolated yield 116.4%. Reaction SMILES: [CH:1]1([CH2:4][O:5][C:6]2[CH:7]=[C:8]([C:16](=[O:18])[CH3:17])[CH:9]=[CH:10][C:11]=2[O:12][CH:13]([F:15])[F:14])[CH2:3][CH2:2]1.[Br-:19].[Br-].[Br-].C[N+](C)(C)C1C=CC=CC=1.C[N+](C1C=CC=CC=1)(C)C.C[N+](C1C=CC=CC=1)(C)C.C(=O)([O-])O.[Na+]>C(O)(C)C>[Br:19][CH2:17][C:16]([C:8]1[CH:9]=[CH:10][C:11]([O:12][CH:13]([F:15])[F:14])=[C:6]([O:5][CH2:4][CH:1]2[CH2:3][CH2:2]2)[CH:7]=1)=[O:18] |f:1.2.3.4.5.6,7.8|. Procedure: To 250 ml of isopropanol solution containing 10.8 g (42.3 mmol) of 1-(3-cyclopropylmethoxy-4-difluoromethoxyphenyl)ethanone (see WO 9206963) was added 36.5 g (97.1 mmol) of trimethylphenylammonium tribromide at room temperature, and the mixture was stirred at room temperature for 5 hours. After completion of the reaction, a saturated aqueous solution of sodium hydrogencarbonate was added to the reaction mixture, and the mixture was extracted with ethyl acetate. The organic layer after separation... RXN SMILES: [OH:1][C:2]1([CH2:13][NH2:14])[CH2:8][O:7][C:6]2[CH:9]=[CH:10][CH:11]=[CH:12][C:5]=2[O:4][CH2:3]1.[S:15]([OH:19])([OH:18])(=[O:17])=[O:16].CS[C:22](=[NH:24])[NH2:23].CN(C)C=O>O>[S:15]([OH:19])([OH:18])(=[O:17])=[O:16].[OH:1][C:2]1([CH2:13][NH:14][C:22]([NH2:24])=[NH:23])[CH2:3][O:4][C:5]2[CH:12]=[CH:11][CH:10]=[CH:9][C:6]=2[O:7][CH2:8]1 |f:1.2,5.6|. Reactants: OC1(COC2=C(OC1)C=CC=C2)CN (3-hydroxy-3-aminomethyl-3,4-dihydro-2H-1,5-benzodioxepin), S(=O)(=O)(O)O.CSC(N)=N (S-methylisothiourea sulfate), CN(C=O)C (dimethylformamide). Procedure details: 3-hydroxy-3-aminomethyl-3,4-dihydro-2H-1,5-benzodioxepin from Example 1, Step E, (1.95 g., 10 millimoles) and 2.78 g. (10 millimoles) of S-methylisothiourea sulfate in 15 mls. of dimethylformamide and 2 mls. of water is heated at 90°-100° C. for 5 hours. The solvent is evaporated in vacuo and the residue recrystallized from ethanol to give 3-hydroxy-3-guanidinomethyl-3,4-dihydro-2H-1,5-benzodioxepin sulfate. Solvent: O (water). The product is S(=O)(=O)(O)O.OC1(COC2=C(OC1)C=CC=C2)CNC(=N)N (3-hydroxy-3-guanidinomethyl-3,4-dihydro-2H-1,5-benzodioxepin sulfate). Starting materials: C(C)OC(=O)C1(CC2=CC=C(C=C2C1)F)NC(=O)C1=CC=CC=2CCCCC12 (5-Fluoro-2-[(5,6,7,8-tetrahydro-naphthalene-1-carbonyl)-amino]-indan-2-carboxylic acid ethyl ester), [OH-].[K+] (KOH), O (water). Solvent: CCO (EtOH). Reaction conditions: time 8 hour. The product is FC=1C=C2CC(CC2=CC1)(C(=O)O)NC(=O)C1=CC=CC=2CCCCC12 (5-Fluoro-2-[(5,6,7,8-tetrahydro-naphthalene-1-carbonyl)-amino]-indan-2-carboxylic acid). Yield: 100.7%. Reaction SMILES: C([O:3][C:4]([C:6]1([NH:16][C:17]([C:19]2[C:28]3[CH2:27][CH2:26][CH2:25][CH2:24][C:23]=3[CH:22]=[CH:21][CH:20]=2)=[O:18])[CH2:14][C:13]2[C:8](=[CH:9][CH:10]=[C:11]([F:15])[CH:12]=2)[CH2:7]1)=[O:5])C.[OH-].[K+].O>CCO>[F:15][C:11]1[CH:12]=[C:13]2[C:8](=[CH:9][CH:10]=1)[CH2:7][C:6]([NH:16][C:17]([C:19]1[C:28]3[CH2:27][CH2:26][CH2:25][CH2:24][C:23]=3[CH:22]=[CH:21][CH:20]=1)=[O:18])([C:4]([OH:5])=[O:3])[CH2:14]2 |f:1.2|. Reported procedure: The mixture of 5-fluoro-2-[(5,6,7,8-tetrahydro-naphthalene-1-carbonyl)-amino]-indan-2-carboxylic acid ethyl ester (86) (190 mg, 0.50 mmol) and KOH (500 mg, 8.9 mmol) is dissolved in EtOH (5 mL) and water (0.5 mL) under a water bath. The water bath is removed when KOH is completely dissolved and the resulting reaction solution is stirred at RT for 8 h. After concentration in vacuo, the residue is dissolved in water (20 mL) and acidified with conc. HCl until no more precipitate formed. The precipi...